Dataset: the Open Reaction Database (ORD), a public repository of structured organic reaction records. Task: describe an organic reaction: reactants, conditions, products, and yield Starting materials: C(CC(=O)OCC)(=O)OC(C)(C)C (tert-butyl ethyl malonate), [H-].[Na+] (sodium hydride), C(C1=CC=CC=C1)OC1=C(C(=CC(=C1)F)F)[N+](=O)[O-] (2-benzyloxy-4,6-difluoronitrobenzene). The solvent is CN(C)C=O (DMF), CN(C)C=O (DMF), ice. Product: C(C1=CC=CC=C1)OC=1C(=C(C=C(C1)C(C(=O)OC(C)(C)C)C(=O)OCC)F)[N+](=O)[O-] (tert-butyl ethyl 5-benzyloxy-3-fluoro-4-nitrophenylmalonate). Isolated yield 19.7%. RXN SMILES: [C:1]([O:9][C:10]([CH3:13])([CH3:12])[CH3:11])(=[O:8])[CH2:2][C:3]([O:5][CH2:6][CH3:7])=[O:4].[H-].[Na+].[CH2:16]([O:23][C:24]1[CH:29]=[C:28](F)[CH:27]=[C:26]([F:31])[C:25]=1[N+:32]([O-:34])=[O:33])[C:17]1[CH:22]=[CH:21][CH:20]=[CH:19][CH:18]=1>CN(C=O)C>[CH2:16]([O:23][C:24]1[C:25]([N+:32]([O-:34])=[O:33])=[C:26]([F:31])[CH:27]=[C:28]([CH:2]([C:3]([O:5][CH2:6][CH3:7])=[O:4])[C:1]([O:9][C:10]([CH3:12])([CH3:11])[CH3:13])=[O:8])[CH:29]=1)[C:17]1[CH:22]=[CH:21][CH:20]=[CH:19][CH:18]=1 |f:1.2|. Procedure details: To a solution of tert-butyl ethyl malonate (10.0 g, 51.0 mmol) in DMF (200 ml) was added sodium hydride (60% in oil, 2.04 g, 51.0 mmol) at 0° C. under stirring. The reaction mixture was stirred at the same temperature for 30 minutes. A solution of 2-benzyloxy-4,6-difluoronitrobenzene (9.02 g, 34.0 mmol) in DMF (60 ml) was added dropwise to the reaction mixture at 0° C. The reaction mixture was then stirred at 80° C. for 18 hours. After cooling to room temperature, the reaction mixture was poured... The reactants are O=[N+]([O-])c1cn(C2CCc3ccccc32)cn1, CCCC(NC(=O)Cc1cc(F)cc(F)c1)C(=O)O. Yields the product CCCC(NC(=O)Cc1cc(F)cc(F)c1)C(=O)Nc1cn(C2CCc3ccccc32)cn1. As a reaction SMILES: [CH:1]1([n:10]2[cH:11][n:12][c:13]([N+:15]([O-:16])=[O:17])[cH:14]2)[CH2:2][CH2:3][c:4]2[cH:5][cH:6][cH:7][cH:8][c:9]21.[F:18][c:19]1[cH:20][c:21]([CH2:26][C:27](=[O:28])[NH:29][CH:30]([C:31](=[O:32])[OH:33])[CH2:34][CH2:35][CH3:36])[cH:22][c:23]([F:25])[cH:24]1>>[CH:1]1([n:10]2[cH:11][n:12][c:13]([NH:15][C:31]([CH:30]([NH:29][C:27]([CH2:26][c:21]3[cH:20][c:19]([F:18])[cH:24][c:23]([F:25])[cH:22]3)=[O:28])[CH2:34][CH2:35][CH3:36])=[O:32])[cH:14]2)[CH2:2][CH2:3][c:4]2[cH:5][cH:6][cH:7][cH:8][c:9]21. Reactants: ClC1=CC(=CC=C1)C(=O)OO (3-chloroperbenzoic acid), C(CCC)OCCOC1=CC=C(C=C1)C=1C=CC2=C(C=C(CCN2C(C(F)(F)F)=O)C(=O)NC2=CC(=C(C=C2)C(C2=NC=CC=C2)O)C)C1 (7-[4-(2-butoxyethoxy)phenyl]-N-[4-[hydroxy(pyridin-2-yl)methyl]-3-methylphenyl]-1-trifluoroacetyl-2,3-dihydro-1H-1-benzazepine-4-carboxamide), S(=S)(=O)([O-])[O-].[Na+].[Na+] (sodium thiosulfate). The solvent is ClCCl (dichloromethane). Run at time 3.5 hour. Yields the product C(CCC)OCCOC1=CC=C(C=C1)C=1C=CC2=C(C=C(CCN2C(C(F)(F)F)=O)C(=O)NC2=CC(=C(C=C2)C(C2=[N+](C=CC=C2)[O-])O)C)C1 (7-[4-(2-butoxyethoxy)phenyl]-N-[4-[hydroxy(1-oxidopyridin-2-yl)methyl]-3-methylphenyl]-1-trifluoroacetyl-2,3-dihydro-1H-1-benzazepine-4-carboxamide). Isolated yield 84.3%. Reaction SMILES: [CH2:1]([O:5][CH2:6][CH2:7][O:8][C:9]1[CH:14]=[CH:13][C:12]([C:15]2[CH:16]=[CH:17][C:18]3[N:24]([C:25](=[O:30])[C:26]([F:29])([F:28])[F:27])[CH2:23][CH2:22][C:21]([C:31]([NH:33][C:34]4[CH:39]=[CH:38][C:37]([CH:40]([OH:47])[C:41]5[CH:46]=[CH:45][CH:44]=[CH:43][N:42]=5)=[C:36]([CH3:48])[CH:35]=4)=[O:32])=[CH:20][C:19]=3[CH:49]=2)=[CH:11][CH:10]=1)[CH2:2][CH2:3][CH3:4].ClC1C=CC=C(C(OO)=[O:58])C=1.S([O-])([O-])(=O)=S.[Na+].[Na+]>ClCCl>[CH2:1]([O:5][CH2:6][CH2:7][O:8][C:9]1[CH:10]=[CH:11][C:12]([C:15]2[CH:16]=[CH:17][C:18]3[N:24]([C:25](=[O:30])[C:26]([F:29])([F:28])[F:27])[CH2:23][CH2:22][C:21]([C:31]([NH:33][C:34]4[CH:39]=[CH:38][C:37]([CH:40]([OH:47])[C:41]5[CH:46]=[CH:45][CH:44]=[CH:43][N+:42]=5[O-:58])=[C:36]([CH3:48])[CH:35]=4)=[O:32])=[CH:20][C:19]=3[CH:49]=2)=[CH:13][CH:14]=1)[CH2:2][CH2:3][CH3:4] |f:2.3.4|. Reported procedure: 7-[4-(2-butoxyethoxy)phenyl]-N-[4-[hydroxy(pyridin-2-yl)methyl]-3-methylphenyl]-1-trifluoroacetyl-2,3-dihydro-1H-1-benzazepine-4-carboxamide (0.95 g) was dissolved in dichloromethane (25 ml), and to the solution was added 3-chloroperbenzoic acid (0.42 g) at: room temperature under ice-cooling and the mixture was stirred for 3.5 hours. An aqueous solution of sodium thiosulfate was added to the mixture, the mixture was concentrated, and extracted with ethyl acetate. The organic layer was washed wi... The reactants are Cc1cc(C(C)NC(=O)C2CC2c2ccc(C(C)(C)C)nc2Cl)ccc1NS(C)(=O)=O, C1CCNC1, CCCC[N+](CCCC)(CCCC)CCCC, CS(C)=O, [F-]. Product: Cc1cc(C(C)NC(=O)C2CC2c2ccc(C(C)(C)C)nc2N2CCCC2)ccc1NS(C)(=O)=O. As a reaction SMILES: [C:1]([CH3:2])([CH3:3])([CH3:4])[c:5]1[cH:6][cH:7][c:8]([CH:12]2[CH:13]([C:15](=[O:16])[NH:17][CH:18]([CH3:19])[c:20]3[cH:21][c:22]([CH3:31])[c:23]([NH:26][S:27](=[O:28])(=[O:29])[CH3:30])[cH:24][cH:25]3)[CH2:14]2)[c:9]([Cl:11])[n:10]1.[CH2:32]1[CH2:33][CH2:34][NH:35][CH2:36]1.[CH3:38][CH2:39][CH2:40][CH2:41][N+:42]([CH2:43][CH2:44][CH2:45][CH3:46])([CH2:47][CH2:48][CH2:49][CH3:50])[CH2:51][CH2:52][CH2:53][CH3:54].[CH3:55][S:56]([CH3:57])=[O:58].[F-:37]>>[C:1]([CH3:2])([CH3:3])([CH3:4])[c:5]1[cH:6][cH:7][c:8]([CH:12]2[CH:13]([C:15](=[O:16])[NH:17][CH:18]([CH3:19])[c:20]3[cH:21][c:22]([CH3:31])[c:23]([NH:26][S:27](=[O:28])(=[O:29])[CH3:30])[cH:24][cH:25]3)[CH2:14]2)[c:9]([N:35]2[CH2:34][CH2:33][CH2:32][CH2:36]2)[n:10]1.